describe an organic reaction: reactants, conditions, products, and yield From a dataset of the Open Reaction Database (ORD), a public repository of structured organic reaction records. The reactants are CN(C)C=O, [N-]=[N+]=[N-], [Na+], Cc1cc2c(c3ccc(=O)[nH]c13)OC(C(O)COS(C)(=O)=O)C2. Product: Cc1cc2c(c3ccc(=O)[nH]c13)OC(C(O)CN=[N+]=[N-])C2. Reaction SMILES: [CH3:28][N:29]([CH3:30])[CH:31]=[O:32].[N-:25]=[N+:26]=[N-:27].[Na+:24].[OH:1][CH:2]([CH2:3][O:4][S:5]([CH3:6])(=[O:7])=[O:8])[CH:9]1[CH2:10][c:11]2[c:12]([c:13]3[cH:14][cH:15][c:16](=[O:22])[nH:17][c:18]3[c:19]([CH3:21])[cH:20]2)[O:23]1>>[OH:1][CH:2]([CH2:3][N:25]=[N+:26]=[N-:27])[CH:9]1[CH2:10][c:11]2[c:12]([c:13]3[cH:14][cH:15][c:16](=[O:22])[nH:17][c:18]3[c:19]([CH3:21])[cH:20]2)[O:23]1.